This data is from the Open Reaction Database (ORD), a public repository of structured organic reaction records. The task is: describe an organic reaction: reactants, conditions, products, and yield Reactants: Cc1c(Cl)cnc2ccccc12, C1COCCO1, O, O=[Se]=O. Product: O=Cc1c(Cl)cnc2ccccc12. Reaction SMILES: [Cl:4][c:5]1[cH:6][n:7][c:8]2[cH:9][cH:10][cH:11][cH:12][c:13]2[c:14]1[CH3:15].[O:16]1[CH2:17][CH2:18][O:19][CH2:20][CH2:21]1.[OH2:22].[Se:1](=[O:2])=[O:3]>>[O:2]=[CH:15][c:14]1[c:5]([Cl:4])[cH:6][n:7][c:8]2[cH:9][cH:10][cH:11][cH:12][c:13]21. Starting materials: Cc1cc(O)cc2cc(Br)cnc12, CN(C)CCN(C)C, I[Cu]I, [I-], [Na+]. Product: Cc1cc(O)cc2cc(I)cnc12. Reaction SMILES: [Br:1][c:2]1[cH:3][n:4][c:5]2[c:6]([CH3:13])[cH:7][c:8]([OH:12])[cH:9][c:10]2[cH:11]1.[CH3:16][N:17]([CH3:18])[CH2:19][CH2:20][N:21]([CH3:22])[CH3:23].[Cu:24]([I:25])[I:26].[I-:15].[Na+:14]>>[c:2]1([I:15])[cH:3][n:4][c:5]2[c:6]([CH3:13])[cH:7][c:8]([OH:12])[cH:9][c:10]2[cH:11]1. Yields the product Cn1ncc2cc(Sc3ccc(F)cc3C#N)ccc21. Starting materials: O=C([O-])[O-], CC(C)[Si](Sc1ccc2c(cnn2C)c1)(C(C)C)C(C)C, N#Cc1cc(F)ccc1F, [K+], [K+], CN(C)C=O. As a reaction SMILES: [C:22](=[O:23])([O-:24])[O-:25].[CH:1]([Si:2]([CH:3]([CH3:4])[CH3:5])([CH:6]([CH3:7])[CH3:8])[S:11][c:12]1[cH:13][c:14]2[cH:15][n:16][n:17]([CH3:21])[c:18]2[cH:19][cH:20]1)([CH3:9])[CH3:10].[F:28][c:29]1[c:30]([C:31]#[N:32])[cH:33][c:34]([F:37])[cH:35][cH:36]1.[K+:26].[K+:27].[O:38]=[CH:39][N:40]([CH3:41])[CH3:42]>>[S:11]([c:12]1[cH:13][c:14]2[cH:15][n:16][n:17]([CH3:21])[c:18]2[cH:19][cH:20]1)[c:29]1[c:30]([C:31]#[N:32])[cH:33][c:34]([F:37])[cH:35][cH:36]1.